From a dataset of the Open Reaction Database (ORD), a public repository of structured organic reaction records. describe an organic reaction: reactants, conditions, products, and yield Reported procedure: A mixture of 6-chloro-2-methyl-2H-benzofuro[3,2-c]pyrazol-3-amine (6.0 g, 27.1 mmol, described in Example 6) and acetic anhydride (60 mL) was stirred at room temperature for 2 hr. The precipitate was collected and washed with diethyl ether to give the title compound (7.0 g), mp 290°-300° C. Crystallization from ethanol gave title compound having mp 293°-298° C.: IR (mineral oil) 3220, 3170, 1665 and 1540 cm-1 ; UV max (MeOH) 297 nm (ε=7755), 274 (22760) and 229 (21360); NMR (DMSO-d6) δ2.13 (3H, ... Product: ClC1=CC2=C(C=C1)C1=NN(C(=C1O2)NC(C)=O)C (N-(6-Chloro-2-Methyl-2H-benzofuro[3,2-c]pyrazol-3-yl)acetamide). RXN SMILES: [Cl:1][C:2]1[CH:7]=[CH:6][C:5]2[C:8]3[C:12]([O:13][C:4]=2[CH:3]=1)=[C:11]([NH2:14])[N:10]([CH3:15])[N:9]=3.[C:16](OC(=O)C)(=[O:18])[CH3:17]>>[Cl:1][C:2]1[CH:7]=[CH:6][C:5]2[C:8]3[C:12]([O:13][C:4]=2[CH:3]=1)=[C:11]([NH:14][C:16](=[O:18])[CH3:17])[N:10]([CH3:15])[N:9]=3. The reactants are ClC1=CC2=C(C=C1)C1=NN(C(=C1O2)N)C (6-chloro-2-methyl-2H-benzofuro[3,2-c]pyrazol-3-amine), C(C)(=O)OC(C)=O (acetic anhydride). Conditions: time 2 hour. Starting materials: CN1C(=CC2=C(C=CC=C12)COC1OCCCC1)C(=O)OCC (ethyl 1-methyl-4-(2-tetrahydropyranyl)oxymethyl-2-indolecarboxylate), Cl.NC(=N)N (guanidine hydrochloride), C[O-].[Na+] (sodium methoxide). Solvent: CO (methanol). Product: CNC(=NC(=O)C=1NC2=CC=CC(=C2C1)COC1OCCCC1)N (1-Methyl-4-(2-tetrahydropyranyl)oxymethyl-2-indoloylguanidine). Reaction SMILES: C[N:2]1[C:10]2[C:5](=[C:6]([CH2:11][O:12][CH:13]3[CH2:18][CH2:17][CH2:16][CH2:15][O:14]3)[CH:7]=[CH:8][CH:9]=2)[CH:4]=[C:3]1[C:19]([O:21]CC)=O.Cl.[NH2:25][C:26]([NH2:28])=[NH:27].[CH3:29][O-].[Na+]>CO>[CH3:29][NH:27][C:26]([NH2:28])=[N:25][C:19]([C:3]1[NH:2][C:10]2[C:5]([CH:4]=1)=[C:6]([CH2:11][O:12][CH:13]1[CH2:18][CH2:17][CH2:16][CH2:15][O:14]1)[CH:7]=[CH:8][CH:9]=2)=[O:21] |f:1.2,3.4|. Procedure: The reaction was carried out in a manner similar to Example 1 except for using 1.50 g (4.73 mmol) of ethyl 1-methyl-4-(2-tetrahydropyranyl)oxymethyl-2-indolecarboxylate, 6.02 g (63.0 mmol) of guanidine hydrochloride and a solution of 3.40 g (63.0 mmol) of sodium methoxide in 60 ml of methanol. 1-Methyl-4-(2-tetrahydropyranyl)oxymethyl-2-indoloylguanidine was obtained. After the compound was dissolved in a mixture of 30 ml of 2N hydrochloric acid and 60 ml of tetrahydrofuran, the mixture was stir... The reactants are NS(=O)(=O)c1ccc(Br)cc1, CO, CCOC=NCCCOc1cccc(CN2CCCCC2)c1. Yields the product O=S(=O)(NC=NCCCOc1cccc(CN2CCCCC2)c1)c1ccc(Br)cc1. RXN SMILES: [Br:23][c:24]1[cH:25][cH:26][c:27]([S:30](=[O:31])(=[O:32])[NH2:33])[cH:28][cH:29]1.[CH3:34][OH:35].[N:1]1([CH2:7][c:8]2[cH:9][c:10]([O:11][CH2:12][CH2:13][CH2:14][N:15]=[CH:16][O:17][CH2:18][CH3:19])[cH:20][cH:21][cH:22]2)[CH2:2][CH2:3][CH2:4][CH2:5][CH2:6]1>>[N:1]1([CH2:7][c:8]2[cH:9][c:10]([O:11][CH2:12][CH2:13][CH2:14][N:15]=[CH:16][NH:33][S:30]([c:27]3[cH:26][cH:25][c:24]([Br:23])[cH:29][cH:28]3)(=[O:31])=[O:32])[cH:20][cH:21][cH:22]2)[CH2:2][CH2:3][CH2:4][CH2:5][CH2:6]1. Isolated yield 100.0%. Starting materials: solution, C[Si](C)(C)C=[N+]=[N-] (trimethylsilyldiazomethane), BrCCC1=CC=C(C(=O)O)C=C1 (4-(bromoethyl)benzoic acid). RXN SMILES: [CH3:1][Si](C=[N+]=[N-])(C)C.[Br:8][CH2:9][CH2:10][C:11]1[CH:19]=[CH:18][C:14]([C:15]([OH:17])=[O:16])=[CH:13][CH:12]=1>CCCCCC.C(Cl)Cl.CO>[Br:8][CH2:9][CH2:10][C:11]1[CH:19]=[CH:18][C:14]([C:15]([O:17][CH3:1])=[O:16])=[CH:13][CH:12]=1. Run at time 2 hour. Procedure details: A 2 M solution in hexane of trimethylsilyldiazomethane (0.072 mol, 36 mL) was added dropwise to a solution of 4-(bromoethyl)benzoic acid (15 g, 0.065 mol) in DCM (150 mL) and MeOH (36 mL). The resulting solution was stirred at RT for 2 h then was concentrated under reduced pressure to afford the title compound (15.8 g, 98%) as a pale yellow oil. 1H NMR (CDCl3) δ 3.2 (t, 2H), 3.6 (t, 2H), 3.9 (s, 3H), 7.3 (d, 2H), 8.0 (d, 2H). The solvent is CCCCCC (hexane), C(Cl)Cl (DCM), CO (MeOH). The product is BrCCC1=CC=C(C(=O)OC)C=C1 (Methyl 4-(bromoethyl)benzoate). The reactants are CC(O)=S, [Na+], CCOC(=O)N=NC(=O)OCC, C1CCOC1, CC(C)CC(NC(=O)N(CCO)CCc1ccccc1)C(=O)N1CCN(C)CC1, O=C([O-])O, c1ccc(P(c2ccccc2)c2ccccc2)cc1. Product: CC(=O)SCCN(CCc1ccccc1)C(=O)NC(CC(C)C)C(=O)N1CCN(C)CC1. Reaction SMILES: [C:61]([CH3:62])(=[S:63])[OH:64].[Na+:65].[O:49]=[C:50]([O:51][CH2:52][CH3:53])[N:54]=[N:55][C:56]([O:57][CH2:58][CH3:59])=[O:60].[O:70]1[CH2:71][CH2:72][CH2:73][CH2:74]1.[OH:1][CH2:2][CH2:3][N:4]([C:5]([NH:6][CH:7]([C:8](=[O:9])[N:10]1[CH2:11][CH2:12][N:13]([CH3:16])[CH2:14][CH2:15]1)[CH2:17][CH:18]([CH3:19])[CH3:20])=[O:21])[CH2:22][CH2:23][c:24]1[cH:25][cH:26][cH:27][cH:28][cH:29]1.[OH:66][C:67](=[O:68])[O-:69].[c:30]1([P:31]([c:32]2[cH:33][cH:34][cH:35][cH:36][cH:37]2)[c:38]2[cH:39][cH:40][cH:41][cH:42][cH:43]2)[cH:44][cH:45][cH:46][cH:47][cH:48]1>>[CH2:2]([CH2:3][N:4]([C:5]([NH:6][CH:7]([C:8](=[O:9])[N:10]1[CH2:11][CH2:12][N:13]([CH3:16])[CH2:14][CH2:15]1)[CH2:17][CH:18]([CH3:19])[CH3:20])=[O:21])[CH2:22][CH2:23][c:24]1[cH:25][cH:26][cH:27][cH:28][cH:29]1)[S:63][C:61]([CH3:62])=[O:64]. The reactants are OC[C@H]1CN(CC1)C(=O)OC(C)(C)C (tert-butyl (R)-3-(hydroxymethyl)pyrrolidine-1-carboxylate), N(=NC(=O)OC(C)C)C(=O)OC(C)C (diisopropyl azodicarboxylate), C1=C(C=CC2=CC=CC=C12)O (naphth-2-ol), C1(=CC=CC=C1)P(C1=CC=CC=C1)C1=CC=CC=C1 (triphenylphosphine). Yields the product C1=C(C=CC2=CC=CC=C12)OC[C@H]1CN(CC1)C(=O)OC(C)(C)C (tert-Butyl (R)-3-(naphth-2-yloxymethyl)pyrrolidine-1-carboxylate). Isolated yield 53.8%. RXN SMILES: [OH:1][CH2:2][C@@H:3]1[CH2:7][CH2:6][N:5]([C:8]([O:10][C:11]([CH3:14])([CH3:13])[CH3:12])=[O:9])[CH2:4]1.[CH:15]1[C:24]2[C:19](=[CH:20][CH:21]=[CH:22][CH:23]=2)[CH:18]=[CH:17][C:16]=1O.C1(P(C2C=CC=CC=2)C2C=CC=CC=2)C=CC=CC=1.N(C(OC(C)C)=O)=NC(OC(C)C)=O>>[CH:23]1[C:24]2[C:19](=[CH:18][CH:17]=[CH:16][CH:15]=2)[CH:20]=[CH:21][C:22]=1[O:1][CH2:2][C@@H:3]1[CH2:7][CH2:6][N:5]([C:8]([O:10][C:11]([CH3:14])([CH3:13])[CH3:12])=[O:9])[CH2:4]1. Procedure: The procedure is the same as for Example 1 (Stage 1.2) starting from 2.00 g (9.94 mmol) of tert-butyl (R)-3-(hydroxymethyl)pyrrolidine-1-carboxylate (commercial), 2.00 g (13.91 mmol) of naphth-2-ol, 3.90 g (14.91 mmol) of triphenylphosphine and 3.01 g (14.91 mmol) of diisopropyl azodicarboxylate. 1.75 g of product are obtained in the form of an oil after purification on a column of silica gel, elution being carried out with dichloromethane. Reactants: N1=CC(=CC=C1)C=1N=C(SC1)N (4-(3-pyridyl)-1,3-thiazol-2-amine), C(CC)C1=CC=C(C=C1)S(=O)(=O)Cl (4-n-propylbenzenesulfonyl chloride). Product: C(CC)C1=CC=C(C=C1)S(=O)(=O)NC=1SC=C(N1)C=1C=NC=CC1 (4-Propyl-N-[4-(3-pyridinyl)-1,3-thiazol-2-yl]benzenesulfonamide), solid. As a reaction SMILES: [N:1]1[CH:6]=[CH:5][CH:4]=[C:3]([C:7]2[N:8]=[C:9]([NH2:12])[S:10][CH:11]=2)[CH:2]=1.[CH2:13]([C:16]1[CH:21]=[CH:20][C:19]([S:22](Cl)(=[O:24])=[O:23])=[CH:18][CH:17]=1)[CH2:14][CH3:15]>>[CH2:13]([C:16]1[CH:21]=[CH:20][C:19]([S:22]([NH:12][C:9]2[S:10][CH:11]=[C:7]([C:3]3[CH:2]=[N:1][CH:6]=[CH:5][CH:4]=3)[N:8]=2)(=[O:24])=[O:23])=[CH:18][CH:17]=1)[CH2:14][CH3:15]. Procedure details: The title compound was prepared from 4-(3-pyridyl)-1,3-thiazol-2-amine and 4-n-propylbenzenesulfonyl chloride as described in the synthetic METHOD B to give a white-yellow solid (2.3 mg) with purity >90%. MS (pos) m/z 360.2. The reactants are COC1=C(C=CC(=N1)C(C)=O)N1C=NC(=C1)C (1-[6-methoxy-5-(4-methylimidazol-1-yl)pyridin-2-yl]ethanone), C(CCC)[Li] (n-butyllithium), C(C)(C)NC(C)C (diisopropylamine), Example 1-8, C(C)(C)NC(C)C.[Li] (lithium diisopropylamine), ClCCCC(C(=O)Cl)C1=C(C=CC=C1)C(F)(F)F (5-chloro-2-(2-trifluoromethylphenyl)valeric acid chloride). The solvent is O1CCCC1 (tetrahydrofuran), O1CCCC1 (tetrahydrofuran). Run at time 30 minute. Yields the product ClCCCC(C(CC(=O)C1=NC(=C(C=C1)N1C=NC(=C1)C)OC)=O)C1=C(C=CC=C1)C(F)(F)F (7-chloro-1-[6-methoxy-5-(4-methylimidazol-1-yl)pyridin-2-yl]-4-(2-trifluoromethylphenyl)heptane-1,3-dione). As a reaction SMILES: [CH3:1][O:2][C:3]1[N:8]=[C:7]([C:9](=[O:11])[CH3:10])[CH:6]=[CH:5][C:4]=1[N:12]1[CH:16]=[C:15]([CH3:17])[N:14]=[CH:13]1.C(NC(C)C)(C)C.[Li].C([Li])CCC.C(NC(C)C)(C)C.[Cl:38][CH2:39][CH2:40][CH2:41][CH:42]([C:46]1[CH:51]=[CH:50][CH:49]=[CH:48][C:47]=1[C:52]([F:55])([F:54])[F:53])[C:43](Cl)=[O:44]>O1CCCC1>[Cl:38][CH2:39][CH2:40][CH2:41][CH:42]([C:46]1[CH:51]=[CH:50][CH:49]=[CH:48][C:47]=1[C:52]([F:53])([F:54])[F:55])[C:43](=[O:44])[CH2:10][C:9]([C:7]1[CH:6]=[CH:5][C:4]([N:12]2[CH:16]=[C:15]([CH3:17])[N:14]=[CH:13]2)=[C:3]([O:2][CH3:1])[N:8]=1)=[O:11] |f:1.2,^1:24|. Procedure details: A solution of 1-[6-methoxy-5-(4-methylimidazol-1-yl)pyridin-2-yl]ethanone obtained in Preparation Example 1-8 (412 mg) in tetrahydrofuran (10 ml) was added at −30° C. to a lithium diisopropylamine solution prepared from n-butyllithium (1.4 mL) and diisopropylamine (528 μL) in tetrahydrofuran (30 mL). After stirring at the same temperature for 30 minutes, 5-chloro-2-(2-trifluoromethylphenyl)valeric acid chloride (532 mg) was added and the mixture was stirred for 1.5 hours. After further stirring ... Reaction SMILES: [C:20](#[N:21])[CH:22]([c:23]1[cH:24][c:25]([O:29][c:30]2[cH:31][cH:32][cH:33][cH:34][cH:35]2)[cH:26][cH:27][cH:28]1)[OH:36].[CH2:43]([Cl:44])[Cl:45].[CH3:18][Cl:19].[CH:1]([CH3:2])([CH3:3])[CH:4]([C:5](=[O:6])[Cl:7])[c:8]1[cH:9][cH:10][c:11]([O:14][CH:15]([F:16])[F:17])[cH:12][cH:13]1.[cH:37]1[cH:38][cH:39][n:40][cH:41][cH:42]1>>[CH:1]([CH3:2])([CH3:3])[CH:4]([C:5](=[O:6])[O:36][CH:22]([C:20]#[N:21])[c:23]1[cH:24][c:25]([O:29][c:30]2[cH:31][cH:32][cH:33][cH:34][cH:35]2)[cH:26][cH:27][cH:28]1)[c:8]1[cH:9][cH:10][c:11]([O:14][CH:15]([F:16])[F:17])[cH:12][cH:13]1. Yields the product CC(C)C(C(=O)OC(C#N)c1cccc(Oc2ccccc2)c1)c1ccc(OC(F)F)cc1. Starting materials: N#CC(O)c1cccc(Oc2ccccc2)c1, ClCCl, CCl, CC(C)C(C(=O)Cl)c1ccc(OC(F)F)cc1, c1ccncc1.